This data is from the Open Reaction Database (ORD), a public repository of structured organic reaction records. The task is: describe an organic reaction: reactants, conditions, products, and yield Starting materials: CCCC12CCC(=O)C=C1c1c(cc(OCC(=O)O)c(Cl)c1Cl)CC2, Cl, c1ccncc1. Product: CCCC12CCC(=O)C=C1c1c(cc(O)c(Cl)c1Cl)CC2. Reaction SMILES: [Cl:8][c:9]1[c:10]([O:28][CH2:29][C:30]([OH:31])=[O:32])[cH:11][c:12]2[c:21]([c:22]1[Cl:23])[C:20]1=[CH:19][C:18](=[O:24])[CH2:17][CH2:16][C:15]1([CH2:25][CH2:26][CH3:27])[CH2:14][CH2:13]2.[ClH:1].[n:2]1[cH:3][cH:4][cH:5][cH:6][cH:7]1>>[Cl:8][c:9]1[c:10]([OH:28])[cH:11][c:12]2[c:21]([c:22]1[Cl:23])[C:20]1=[CH:19][C:18](=[O:24])[CH2:17][CH2:16][C:15]1([CH2:25][CH2:26][CH3:27])[CH2:14][CH2:13]2. The reactants are CN(C)CCOC1=CC=C(C=C1)Br (N,N-dimethyl-2-(4bromophenoxy)ethylamine), C(CCC)[Li] (n-butyllithium), FC(C(=O)OCC)(F)F (ethyl trifluoroacetate). Run in O1CCCC1 (tetrahydrofuran), CCOCC (ether). Reaction conditions: time 15 minute. Product: CN(C)CCOC1=CC=C(C=C1)C(C(F)(F)F)=O ([4-[2-(N,N-Dimethylamino)ethoxy]phenyl]-2,2,2-trifluoroethanone). The yield is 39.5%. RXN SMILES: [CH3:1][N:2]([CH2:4][CH2:5][O:6][C:7]1[CH:12]=[CH:11][C:10](Br)=[CH:9][CH:8]=1)[CH3:3].C([Li])CCC.[F:19][C:20]([F:27])([F:26])[C:21](OCC)=[O:22]>O1CCCC1.CCOCC>[CH3:1][N:2]([CH2:4][CH2:5][O:6][C:7]1[CH:12]=[CH:11][C:10]([C:21](=[O:22])[C:20]([F:27])([F:26])[F:19])=[CH:9][CH:8]=1)[CH3:3]. Procedure: To a solution of N,N-dimethyl-2-(4bromophenoxy)ethylamine (1.0 g, 4.1 mmol) in tetrahydrofuran (10 ml) at −78° C. was added dropwise n-butyllithium (1.5M in hexane, 2.7 ml, 4.1 mmol). The mixture was stirred at this temperature for 15 min. and then transferred via a cannula into a pre-cooled solution of ethyl trifluoroacetate (0.64 g, 4.5 mmol) in ether (8 ml) at −78° C. The resulting mixture was stirred and the temperature allowed to rise gradually to r.t. over a period of 1.5 h. The reaction m...